Dataset: the Open Reaction Database (ORD), a public repository of structured organic reaction records. Task: describe an organic reaction: reactants, conditions, products, and yield The reactants are CI (methyl iodide), oil, [H-].[Na+] (sodium hydride), [H-].[Na+] (sodium hydride), COC(CC(C1=CC=C(C=C1)N1C=NC=C1)=O)=O (4-(1H-imidazol-1-yl)-β-oxobenzenepropanoic acid methyl ester), C(C)I (ethyl iodide). The solvent is CN(C=O)C (dimethylformamide), CN(C=O)C (dimethylformamide), CN(C=O)C (dimethylformamide), CN(C=O)C (dimethylformamide). Conditions: time 48 hour. Product: COC(C(C(C1=CC=C(C=C1)N1C=NC=C1)=O)(C)CC)=O (α-Ethyl-4-(1H-imidazol-1-yl)-α-methyl-β-oxobenzenepropanoic acid methyl ester). RXN SMILES: [H-].[Na+].[CH3:3][O:4][C:5](=[O:20])[CH2:6][C:7](=[O:19])[C:8]1[CH:13]=[CH:12][C:11]([N:14]2[CH:18]=[CH:17][N:16]=[CH:15]2)=[CH:10][CH:9]=1.[CH2:21](I)[CH3:22].[CH3:24]I>CN(C)C=O>[CH3:3][O:4][C:5](=[O:20])[C:6]([CH2:21][CH3:22])([CH3:24])[C:7](=[O:19])[C:8]1[CH:13]=[CH:12][C:11]([N:14]2[CH:18]=[CH:17][N:16]=[CH:15]2)=[CH:10][CH:9]=1 |f:0.1|. Procedure details: To a slurry of 2.49 g of sodium hydride (60% dispersion in Nujol) in 50 ml of dimethylformamide is added a solution of 24.4 g of 4-(1H-imidazol-1-yl)-β-oxobenzenepropanoic acid methyl ester in 75 ml of dimethylformamide at 15°-20° C. After the addition is completed 15.6 g of ethyl iodide is added and stirring is continued for 48 hours. The reaction mixture is filtered, poured into water, and the mixture is extracted with ether. Removal of the solvent and trituration with isopropyl ether gives an... The reactants are ClC1=CC=C(C(C2=CC=CC=C2)NC(=S)N)C=C1 (N-(4-chlorobenzhydryl)thiourea), CI (methyl iodide). Run in CO (methanol). Run at time 8 hour. The product is I.ClC1=CC=C(C(C2=CC=CC=C2)NC(=N)SC)C=C1 (Methyl N-(4-chlorobenzhydryl)carbamimidothioate Hydroiodide). As a reaction SMILES: [Cl:1][C:2]1[CH:18]=[CH:17][C:5]([CH:6]([NH:13][C:14]([NH2:16])=[S:15])[C:7]2[CH:12]=[CH:11][CH:10]=[CH:9][CH:8]=2)=[CH:4][CH:3]=1.[CH3:19][I:20]>CO>[IH:20].[Cl:1][C:2]1[CH:3]=[CH:4][C:5]([CH:6]([NH:13][C:14]([S:15][CH3:19])=[NH:16])[C:7]2[CH:12]=[CH:11][CH:10]=[CH:9][CH:8]=2)=[CH:17][CH:18]=1 |f:3.4|. Procedure details: A solution of 5.3 g (0.019 mole) of N-(4-chlorobenzhydryl)thiourea in 25 ml of methanol is treated with 2.64 g (0.019 mole) of methyl iodide and allowed to stir at room temperature overnight. The methanol is removed in vacuo to yield the crude pseudothiourea as an oil. The oily methyl N-(4-chlorobenzhydryl)carbamimidothioate hydroiodide is used in the next step without further purification. Starting materials: NC(CO)(CCC1=CC=C(C=C1)CCCCCCCC)CO (2-amino-2-hydroxymethyl-4-(4-(octyl)phenyl)butanol), FC(F)P(OCC)(OCC)=O (diethyl difluoromethylphosphonate), CP(OC)(OC)=O (dimethyl methylphosphonate), [Li] (lithium), C(CCC)[Li] (n-butyllithium). The product is FC(CC(CCC1=CC=C(C=C1)CCCCCCCC)(CO)N)(F)P(O)(O)=O (1,1-Difluoro-3-amino-3-hydroxymethyl-5-(4-octylphenyl)pentylphosphonic acid). RXN SMILES: [NH2:1][C:2]([CH2:21]O)([CH2:5][CH2:6][C:7]1[CH:12]=[CH:11][C:10]([CH2:13][CH2:14][CH2:15][CH2:16][CH2:17][CH2:18][CH2:19][CH3:20])=[CH:9][CH:8]=1)[CH2:3][OH:4].[Li].C([Li])CCC.[F:29][CH:30]([P:32](=[O:39])([O:36]CC)[O:33]CC)[F:31].CP(=O)(OC)OC>>[F:29][C:30]([P:32](=[O:33])([OH:39])[OH:36])([F:31])[CH2:21][C:2]([NH2:1])([CH2:3][OH:4])[CH2:5][CH2:6][C:7]1[CH:12]=[CH:11][C:10]([CH2:13][CH2:14][CH2:15][CH2:16][CH2:17][CH2:18][CH2:19][CH3:20])=[CH:9][CH:8]=1 |^1:22|. Procedure details: The title compound was prepared from 2-amino-2-hydroxymethyl-4-(4-(octyl)phenyl)butanol (FrY 720) using procedures analogous to those described in EXAMPLE 2, except that lithium dilsopropylamide was substituted for n-butyllithium in Step C and diethyl difluoromethylphosphonate was substituted for dimethyl methylphosphonate in Step C: Mass spectrum (NH3—CI) 422 (M+H).